From a dataset of the Open Reaction Database (ORD), a public repository of structured organic reaction records. describe an organic reaction: reactants, conditions, products, and yield Reactants: CON(C(=O)C=1N=CN(C1)C1=CC(=CC=C1)C=1C(=NC=CC1F)F)C (1-[3-(2,4-Difluoro-pyridin-3-yl)-phenyl]-1H-imidazole-4-carboxylic acid methoxy-methyl-amide), BrC1=CC=C(C=C1)F (1-bromo-4-fluorobenzene). As a reaction SMILES: CON(C)[C:4]([C:6]1[N:7]=[CH:8][N:9]([C:11]2[CH:16]=[CH:15][CH:14]=[C:13]([C:17]3[C:18]([F:24])=[N:19][CH:20]=[CH:21][C:22]=3[F:23])[CH:12]=2)[CH:10]=1)=[O:5].Br[C:27]1[CH:32]=[CH:31][C:30]([F:33])=[CH:29][CH:28]=1>>[F:24][C:18]1[C:17]([C:13]2[CH:12]=[C:11]([N:9]3[CH:10]=[C:6]([C:4]([C:27]4[CH:32]=[CH:31][C:30]([F:33])=[CH:29][CH:28]=4)=[O:5])[N:7]=[CH:8]3)[CH:16]=[CH:15][CH:14]=2)=[C:22]([F:23])[CH:21]=[CH:20][N:19]=1. Reported procedure: This compound is prepared by method C using compound 12j and 1-bromo-4-fluorobenzene The product is FC1=NC=CC(=C1C=1C=C(C=CC1)N1C=NC(=C1)C(=O)C1=CC=C(C=C1)F)F ((1-[3-(2,4-Difluoro-pyridin-3-yl)-phenyl]-1H-imidazol-4-yl)-(4-fluoro-phenyl)-methanone).